From a dataset of the Open Reaction Database (ORD), a public repository of structured organic reaction records. describe an organic reaction: reactants, conditions, products, and yield Starting materials: ClC1=NC=C(C=N1)F (2-chloro-5-fluoropyrimidine), C[C@H]1NCCNC1 ((R)-2-methylpiperazine). The solvent is CC(C)O (iPrOH), CCN(C(C)C)C(C)C (DIEA). Product: FC=1C=NC(=NC1)N1C[C@H](NCC1)C (5-fluoro-2-[(3R)-3-methylpiperazin-1-yl]pyrimidine). The yield is 117.8%. RXN SMILES: Cl[C:2]1[N:7]=[CH:6][C:5]([F:8])=[CH:4][N:3]=1.[CH3:9][C@@H:10]1[CH2:15][NH:14][CH2:13][CH2:12][NH:11]1>CC(O)C.CCN(C(C)C)C(C)C>[F:8][C:5]1[CH:4]=[N:3][C:2]([N:14]2[CH2:13][CH2:12][NH:11][C@H:10]([CH3:9])[CH2:15]2)=[N:7][CH:6]=1. Procedure details: A solution of 2-chloro-5-fluoropyrimidine (239 mg, 1.80 mmol) and (R)-2-methylpiperazine (271 mg, 2.71 mmol) in iPrOH (1 mL) and DIEA (617 μL) was heated in MW at 130° C. for 30 min. Solvent was removed under reduced pressure and the crude (600 mg) was purified by chromatography on silica using DCM/methanol (9/1) as eluent to afford The title compound as a white solid (416 mg, quantitative). TLC-DCM/MeOH (8/2); Rf: 0.3. 1H NMR (DMSO-d6) δ 8.14 (s, 2H), 4.48 (d, J=13.2 Hz, 2H), 4.33 (brs, 1H), 2....